Dataset: the Open Reaction Database (ORD), a public repository of structured organic reaction records. Task: describe an organic reaction: reactants, conditions, products, and yield Starting materials: Intermediate 79, IC1=C(C=CC(=C1)S(=O)(=O)C)O (2-iodo-4-(methylsulfonyl)phenol), IC1=C(C=CC(=C1)S(=O)(=O)C)O (2-iodo-4-(methylsulfonyl)phenol), C(C)(C)(C)OC(COC1=C(C=C(C=C1)Cl)C#C)=O (tert-butyl(4-chloro-2-ethynylphenoxy)acetate), C(C)(C)(C)OC(COC1=C(C=C(C=C1)Cl)C#C)=O (tert-butyl(4-chloro-2-ethynylphenoxy)acetate). Yields the product C(C)(C)(C)OC(COC1=C(C=C(C=C1)Cl)C#CC1=C(C=CC(=C1)S(=O)(=O)C)O)=O (tert-butyl(4-chloro-2-{[2-hydroxy-5-(methylsulfonyl)phenyl]ethynyl}phenoxy)acetate). As a reaction SMILES: [C:1]([O:5][C:6](=[O:18])[CH2:7][O:8][C:9]1[CH:14]=[CH:13][C:12]([Cl:15])=[CH:11][C:10]=1[C:16]#[CH:17])([CH3:4])([CH3:3])[CH3:2].I[C:20]1[CH:25]=[C:24]([S:26]([CH3:29])(=[O:28])=[O:27])[CH:23]=[CH:22][C:21]=1[OH:30]>>[C:1]([O:5][C:6](=[O:18])[CH2:7][O:8][C:9]1[CH:14]=[CH:13][C:12]([Cl:15])=[CH:11][C:10]=1[C:16]#[C:17][C:22]1[CH:23]=[C:24]([S:26]([CH3:29])(=[O:28])=[O:27])[CH:25]=[CH:20][C:21]=1[OH:30])([CH3:4])([CH3:3])[CH3:2]. Procedure details: Following the general method as outlined in Intermediate 79, starting from (4-chloro-2-ethynyl-phenoxy)-acetic acid tert-butyl ester (Intermediate 3) and 2-iodo-4-(methylsulfonyl)phenol (Intermediate 78), the title compound was obtained after purification by flash column chromatography (silica), eluting with cyclohexane containing increasing amounts of EtOAc. Reactants: CS(C)=O, CCOC(=O)c1csc(SCCC2C(O)CCC2C=CCC(C)(O)CC2CCCCC2)n1, CCN(C(C)C)C(C)C, O, O=S(=O)=O, c1ccncc1. Product: CCOC(=O)c1csc(SCCC2C(=O)CCC2C=CCC(C)(O)CC2CCCCC2)n1. Reaction SMILES: [CH3:53][S:54](=[O:55])[CH3:56].[CH:1]1([CH2:7][C:8]([CH2:9][CH:10]=[CH:11][CH:12]2[CH:13]([CH2:18][CH2:19][S:20][c:21]3[s:22][cH:23][c:24]([C:26](=[O:27])[O:28][CH2:29][CH3:30])[n:25]3)[CH:14]([OH:17])[CH2:15][CH2:16]2)([CH3:31])[OH:32])[CH2:2][CH2:3][CH2:4][CH2:5][CH2:6]1.[CH:33]([N:34]([CH:35]([CH3:36])[CH3:37])[CH2:38][CH3:39])([CH3:40])[CH3:41].[OH2:52].[S:48](=[O:49])(=[O:50])=[O:51].[n:42]1[cH:43][cH:44][cH:45][cH:46][cH:47]1>>[CH:1]1([CH2:7][C:8]([CH2:9][CH:10]=[CH:11][CH:12]2[CH:13]([CH2:18][CH2:19][S:20][c:21]3[s:22][cH:23][c:24]([C:26](=[O:27])[O:28][CH2:29][CH3:30])[n:25]3)[C:14](=[O:17])[CH2:15][CH2:16]2)([CH3:31])[OH:32])[CH2:2][CH2:3][CH2:4][CH2:5][CH2:6]1.